describe an organic reaction: reactants, conditions, products, and yield From a dataset of the Open Reaction Database (ORD), a public repository of structured organic reaction records. Procedure: The phenylthiourea (6.00 g, 32.16 mmol) was dissolved in CHCl3 (150 mL) and cooled to 0° C. with an ice bath. To this mixture was added a solution of Br2 (1.6 mL, 32.2 mmol) in CHCl3 (100 mL) dropwise over 30 min. After the addition, the mixture was stirred at 0° C. for 1 h, then allowed to warm to rt. the reaction was refluxed for 3 h to 4 h than allowed to cool to room temperature. The organic solvent was removed and the residue was washed with sulfurous acid. The residue was then neutralized ... Starting materials: C1(=CC=CC=C1)NC(=S)N (phenylthiourea), C(Cl)(Cl)Cl (CHCl3), BrBr (Br2), C(Cl)(Cl)Cl (CHCl3). Reaction SMILES: [C:1]1([NH:7][C:8]([NH2:10])=[S:9])[CH:6]=[CH:5][CH:4]=[CH:3][CH:2]=1.BrBr.C(Cl)(Cl)[Cl:14]>>[Cl:14][C:6]1[C:1]2[N:7]=[C:8]([NH2:10])[S:9][C:2]=2[CH:3]=[CH:4][CH:5]=1. The product is ClC1=CC=CC2=C1N=C(S2)N (4-Chlorobenzo[d]thiazol-2-amine). Run at temperature 0 celsius, time 1 hour.